From a dataset of the Open Reaction Database (ORD), a public repository of structured organic reaction records. describe an organic reaction: reactants, conditions, products, and yield Starting materials: ClC[Si](CC1=CC(=CC=C1)F)(C)C (Chloromethyldimethyl-3-fluorobenzylsilane), C(C)(=O)[O-].[K+] (potassium acetate), O (water). Solvent: C(C)(=O)O (acetic acid). Product: hexane ether-80, C(C)(=O)OC[Si](CC1=CC(=CC=C1)F)(C)C (Acetoxymethyldimethyl-3-fluorobenzylsilane). Yield: 40.2%. Reaction SMILES: Cl[CH2:2][Si:3]([CH3:13])([CH3:12])[CH2:4][C:5]1[CH:10]=[CH:9][CH:8]=[C:7]([F:11])[CH:6]=1.[C:14]([O-:17])(=[O:16])[CH3:15].[K+].O>C(O)(=O)C>[C:14]([O:17][CH2:2][Si:3]([CH3:13])([CH3:12])[CH2:4][C:5]1[CH:10]=[CH:9][CH:8]=[C:7]([F:11])[CH:6]=1)(=[O:16])[CH3:15] |f:1.2|. Procedure details: Chloromethyldimethyl-3-fluorobenzylsilane (0.85 g, 3.93 mmol) and potassium acetate (0.83 g, 8.45 mmol) are refluxed in acetic acid (10 ml) for 48 hours. The mixture is then cooled, poured into water (50 ml) and extracted with diethyl ether (50 ml). The organic layer is washed with water, brine, dried over MgSO4 and the solvent is removed in vacuo. Chromatography (silica gel, hexane/ether-80/20 affords the title compound as an oil (0.38 g, 40% yield).